Dataset: the Open Reaction Database (ORD), a public repository of structured organic reaction records. Task: describe an organic reaction: reactants, conditions, products, and yield Reactants: Cl.Cl.ClCC1=NC=CC(=C1)CN(C)C (2-Chloromethyl-4-(dimethylaminomethyl)pyridine dihydrochloride), NC(=S)N (thiourea). Solvent: C(C)O (ethanol). Yields the product Cl.Cl.Cl.CN(C)CC1=CC(=NC=C1)CSC(N)=N (S-(4-dimethylaminomethyl-2-pyridylmethyl)isothiourea trihydrochloride). The yield is 125.0%. Reaction SMILES: [ClH:1].Cl.[Cl:3][CH2:4][C:5]1[CH:10]=[C:9]([CH2:11][N:12]([CH3:14])[CH3:13])[CH:8]=[CH:7][N:6]=1.[NH2:15][C:16]([NH2:18])=[S:17]>C(O)C>[ClH:3].[ClH:1].[ClH:3].[CH3:13][N:12]([CH2:11][C:9]1[CH:8]=[CH:7][N:6]=[C:5]([CH2:4][S:17][C:16](=[NH:15])[NH2:18])[CH:10]=1)[CH3:14] |f:0.1.2,5.6.7.8|. Procedure details: 2-Chloromethyl-4-(dimethylaminomethyl)pyridine dihydrochloride (14.67 g) was added to a refluxing solution of thiourea (4.34 g) in ethanol (120 ml) and the solution refluxed for 3 hours, whereupon solid precipitated. After cooling the mixture (ice bath), the solid was filtered and recrystallised from methanolethanol to give S-(4-dimethylaminomethyl-2-pyridylmethyl)isothiourea trihydrochloride (11.88 g), m.p. 175°-9° C. Starting materials: C(C)(=O)NC(CCCCBr)=O (N-acetyl-5-bromovaleramide), C1(=CC=CC=C1)P(C1=CC=CC=C1)C1=CC=CC=C1 (triphenylphosphine). Run in C=1(C(=CC=CC1)C)C (xylene). Product: [Br-].C(C)(=O)NC(=O)CCCC[P+](C1=CC=CC=C1)(C1=CC=CC=C1)C1=CC=CC=C1 ([4-(acetylaminocarbonyl)butyl]triphenylphosphonium bromide). Isolated yield 45.7%. Reaction SMILES: [C:1]([NH:4][C:5](=[O:11])[CH2:6][CH2:7][CH2:8][CH2:9][Br:10])(=[O:3])[CH3:2].[C:12]1([P:18]([C:25]2[CH:30]=[CH:29][CH:28]=[CH:27][CH:26]=2)[C:19]2[CH:24]=[CH:23][CH:22]=[CH:21][CH:20]=2)[CH:17]=[CH:16][CH:15]=[CH:14][CH:13]=1>C1(C)C(C)=CC=CC=1>[Br-:10].[C:1]([NH:4][C:5]([CH2:6][CH2:7][CH2:8][CH2:9][P+:18]([C:19]1[CH:20]=[CH:21][CH:22]=[CH:23][CH:24]=1)([C:25]1[CH:30]=[CH:29][CH:28]=[CH:27][CH:26]=1)[C:12]1[CH:13]=[CH:14][CH:15]=[CH:16][CH:17]=1)=[O:11])(=[O:3])[CH3:2] |f:3.4|. Procedure: A solution of 50.5 g. (0.227 mole) of N-acetyl-5-bromovaleramide and 64.6 g. (0.274 mole) of triphenylphosphine in 250 ml. of xylene was heated at reflux under nitrogen for 4 hours then was let cool to room temperature. The xylene was decanted from the resulting oil which was recyrstallized from methylene chloride:ethyl acetate to afford colorless needles of [4-(acetylaminocarbonyl)butyl]triphenylphosphonium bromide weighing 50.2 g. (45.7% yield) melting at 164°-165°.